The task is: describe an organic reaction: reactants, conditions, products, and yield. This data is from the Open Reaction Database (ORD), a public repository of structured organic reaction records. The reactants are Cc1ccccc1, ClCCl, CC(C)(C)OC(=O)c1ccc(N2CCC(NC(=O)c3ccc(-c4cccc(F)c4)nc3)CC2)nc1, O=C(O)C(F)(F)F. Yields the product O=C(O)c1ccc(N2CCC(NC(=O)c3ccc(-c4cccc(F)c4)nc3)CC2)nc1. Reaction SMILES: [CH3:46][c:47]1[cH:48][cH:49][cH:50][cH:51][cH:52]1.[Cl:36][CH2:37][Cl:38].[F:1][c:2]1[cH:3][c:4](-[c:8]2[cH:9][cH:10][c:11]([C:14](=[O:15])[NH:16][CH:17]3[CH2:18][CH2:19][N:20]([c:23]4[n:24][cH:25][c:26]([C:27](=[O:28])[O:29][C:30]([CH3:31])([CH3:32])[CH3:33])[cH:34][cH:35]4)[CH2:21][CH2:22]3)[cH:12][n:13]2)[cH:5][cH:6][cH:7]1.[F:39][C:40]([F:41])([F:42])[C:43]([OH:44])=[O:45]>>[F:1][c:2]1[cH:3][c:4](-[c:8]2[cH:9][cH:10][c:11]([C:14](=[O:15])[NH:16][CH:17]3[CH2:18][CH2:19][N:20]([c:23]4[n:24][cH:25][c:26]([C:27](=[O:28])[OH:29])[cH:34][cH:35]4)[CH2:21][CH2:22]3)[cH:12][n:13]2)[cH:5][cH:6][cH:7]1.